This data is from the Open Reaction Database (ORD), a public repository of structured organic reaction records. The task is: describe an organic reaction: reactants, conditions, products, and yield Starting materials: CC(=O)OC(c1ccccc1)c1ccccc1, O=C([O-])O, ClCCl, CS(=O)(=O)O, ClC(Cl)Cl, O=C(c1cc2ccccc2[nH]1)N1CCN(c2ccccc2Cl)CC1, [Na+]. Product: O=C(c1[nH]c2ccccc2c1C(c1ccccc1)c1ccccc1)N1CCN(c2ccccc2Cl)CC1. RXN SMILES: [C:1]([O:2][CH:5]([c:6]1[cH:7][cH:8][cH:9][cH:10][cH:11]1)[c:12]1[cH:13][cH:14][cH:15][cH:16][cH:17]1)(=[O:3])[CH3:4].[C:47](=[O:48])([OH:49])[O-:50].[CH2:52]([Cl:53])[Cl:54].[CH3:42][S:43](=[O:44])(=[O:45])[OH:46].[CH:55]([Cl:56])([Cl:57])[Cl:58].[Cl:18][c:19]1[c:20]([N:25]2[CH2:26][CH2:27][N:28]([C:31](=[O:32])[c:33]3[nH:34][c:35]4[cH:36][cH:37][cH:38][cH:39][c:40]4[cH:41]3)[CH2:29][CH2:30]2)[cH:21][cH:22][cH:23][cH:24]1.[Na+:51]>>[CH:5]([c:6]1[cH:7][cH:8][cH:9][cH:10][cH:11]1)([c:12]1[cH:13][cH:14][cH:15][cH:16][cH:17]1)[c:41]1[c:33]([C:31]([N:28]2[CH2:27][CH2:26][N:25]([c:20]3[c:19]([Cl:18])[cH:24][cH:23][cH:22][cH:21]3)[CH2:30][CH2:29]2)=[O:32])[nH:34][c:35]2[cH:36][cH:37][cH:38][cH:39][c:40]21. Product: CC=1C=NC=C(C1C=1C=CC(=NC1C#CC=1C=C2C=CC=NC2=CC1)NC(C(C)NC)=O)C (N-[5-(3,5-dimethylpyridin-4-yl)-6-(2-quinolin-6-ylethynyl)pyridin-2-yl]-2-(methylamino)propanamide). Conditions: time 15 minute. Solvent: C1(=CC=CC=C1)C (toluene). As a reaction SMILES: C(O[C:6](=O)[N:7]([CH:9]([CH3:39])[C:10]([NH:12][C:13]1[CH:18]=[CH:17][C:16]([C:19]2[C:24]([CH3:25])=[CH:23][N:22]=[CH:21][C:20]=2[CH3:26])=[C:15]([C:27]#[C:28][C:29]2[CH:30]=[C:31]3[C:36](=[CH:37][CH:38]=2)[N:35]=[CH:34][CH:33]=[CH:32]3)[N:14]=1)=[O:11])C)(C)(C)C.C(Cl)Cl.C(O)(C(F)(F)F)=O>C1(C)C=CC=CC=1>[CH3:26][C:20]1[CH:21]=[N:22][CH:23]=[C:24]([CH3:25])[C:19]=1[C:16]1[CH:17]=[CH:18][C:13]([NH:12][C:10](=[O:11])[CH:9]([NH:7][CH3:6])[CH3:39])=[N:14][C:15]=1[C:27]#[C:28][C:29]1[CH:30]=[C:31]2[C:36](=[CH:37][CH:38]=1)[N:35]=[CH:34][CH:33]=[CH:32]2 |f:1.2|. Procedure: A mixture of tert-butyl-N-[1-[[5-(3,5-dimethylpyridin-4-yl)-6-(2-quinolin-6-ylethynyl)pyridin-2-yl]amino]-1-oxopropan-2-yl]-N-methylcarbamate G1a (28 mg, 0.05 mmol) and DCM:TFA (8:2, 10 ml) is stirred at RT for 15 minutes. The mixture is diluted with toluene (10 ml) and concentrated in vacuo. The product is purified by RP HPLC. Yield: 16 mg (70%). HPLC-MS: M+H=436; tR=1.09 min (*Method—1). The reactants are C(C)(C)(C)OC(N(C)C(C(=O)NC1=NC(=C(C=C1)C1=C(C=NC=C1C)C)C#CC=1C=C2C=CC=NC2=CC1)C)=O (tert-butyl-N-[1-[[5-(3,5-dimethylpyridin-4-yl)-6-(2-quinolin-6-ylethynyl)pyridin-2-yl]amino]-1-oxopropan-2-yl]-N-methylcarbamate), C(Cl)Cl.C(=O)(C(F)(F)F)O (DCM TFA). The reactants are O.O.O.O.O.O.O.O.O.O.C([O-])([O-])=O.[Na+].[Na+] (sodium carbonate decahydrate), FC=1C=CC2=C(C(N(CC=3N2C=NC3C=O)C)=O)C1 (8-fluoro-5,6-dihydro-5-methyl-6-oxo-4H-imidazo[1,5-a][1,4]benzodiazepine-3-carboxaldehyde), Cl.NO (hydroxylamine hydrochloride). Run in O (water), O (water). Conditions: temperature 70 celsius, time 1 hour. Yields the product FC=1C=CC2=C(C(N(CC=3N2C=NC3C=NO)C)=O)C1 (8-fluoro-5,6-dihydro-5-methyl-6-oxo-4H-imidazo[1,5-a][1,4]benzodiazepine-3-carboxaldehyde-3-oxime). As a reaction SMILES: [OH2:1].O.O.O.O.O.O.O.O.O.C(=O)([O-])[O-].[Na+].[Na+].[F:17][C:18]1[CH:19]=[CH:20][C:21]2[N:27]3[CH:28]=[N:29][C:30]([CH:31]=O)=[C:26]3[CH2:25][N:24]([CH3:33])[C:23](=[O:34])[C:22]=2[CH:35]=1.Cl.[NH2:37]O>O>[F:17][C:18]1[CH:19]=[CH:20][C:21]2[N:27]3[CH:28]=[N:29][C:30]([CH:31]=[N:37][OH:1])=[C:26]3[CH2:25][N:24]([CH3:33])[C:23](=[O:34])[C:22]=2[CH:35]=1 |f:0.1.2.3.4.5.6.7.8.9.10.11.12,14.15|. Reported procedure: A solution of 4.14 g (14.5 mmol) of sodium carbonate decahydrate in 20 ml of water is added dropwise to a mixture of 3.0 g (11.6 mmol) of 8-fluoro-5,6-dihydro-5-methyl-6-oxo-4H-imidazo[1,5-a][1,4]benzodiazepine-3-carboxaldehyde, 0.99 g (14.5 mmol) of hydroxylamine hydrochloride and 60 ml of water, the mixture is stirred at 70° C. for 1 hour, cooled in an ice-bath and the separated material is filtered off under suction and washed with water. The still moist substance is recrystallised from ethan... As a reaction SMILES: [CH3:1][O:2][C:3]1[CH:12]=[CH:11][C:10]([O:13][CH3:14])=[C:9]2[C:4]=1[CH2:5][CH2:6][CH2:7][CH:8]2[NH2:15].F[C:17]1[CH:22]=[C:21]([F:23])[CH:20]=[CH:19][C:18]=1[S:24]([CH3:27])(=[O:26])=[O:25].C(N(C(C)C)CC)(C)C>CN(C)C=O.O>[F:23][C:21]1[CH:22]=[CH:17][C:18]([S:24]([CH3:27])(=[O:26])=[O:25])=[C:19]([NH:15][CH:8]2[C:9]3[C:4](=[C:3]([O:2][CH3:1])[CH:12]=[CH:11][C:10]=3[O:13][CH3:14])[CH2:5][CH2:6][CH2:7]2)[CH:20]=1. Isolated yield 96.8%. Reported procedure: A solution of 1,2,3,4-tetrahydro-5,8-dimethoxynaphthalen-1-amine (1.1 g mL, 5.31 mmol), 2,4-difluoro-1-(methylsulfonyl)benzene (1.02 g, 5.31 mmol) and diisopropylethylamine (3.7 mL, 21.26 mmol) in N,N-dimethylformamide (10 mL) was stirred at 90° C. for 16 h. The reaction mixture was diluted with water and extracted with diethyl ether. The combined extracts were washed with water and brine, dried, and concentrated under reduced pressure to yield 1.95 g of a yellow oil. The residue was purified by... The product is FC=1C=CC(=C(C1)NC1CCCC2=C(C=CC(=C12)OC)OC)S(=O)(=O)C (N-(5-Fluoro-2-(methylsulfonyl)phenyl)-1,2,3,4-tetrahydro-5,8-dimethoxynaphthalen-1-amine). Run in CN(C=O)C (N,N-dimethylformamide), O (water). The reactants are COC1=C2CCCC(C2=C(C=C1)OC)N (1,2,3,4-tetrahydro-5,8-dimethoxynaphthalen-1-amine), FC1=C(C=CC(=C1)F)S(=O)(=O)C (2,4-difluoro-1-(methylsulfonyl)benzene), C(C)(C)N(CC)C(C)C (diisopropylethylamine). The reactants are CC1=C(OC=C1)C(=O)C(C#N)=C(SC)SC (2-(3-methyl-furan-2-carbonyl)-3,3-bis-methylsulfanyl-acrylonitrile), ice water, C(O)(O)=O.NC(=N)N (guanidine carbonate), [H-].[Na+] (sodium hydride). Solvent: CN(C)C=O (DMF), CN(C)C=O (DMF). Reaction conditions: temperature 100 celsius, time 30 minute. The product is NC1=NC(=C(C(=N1)C=1OC=CC1C)C#N)SC (2-amino-4-(3-methyl-furan-2-yl)-6-methylsulfanyl-pyrimidine-5-carbonitrile). Yield: 85.1%. As a reaction SMILES: C(=O)(O)O.[NH2:5][C:6]([NH2:8])=[NH:7].[H-].[Na+].[CH3:11][C:12]1[CH:16]=[CH:15][O:14][C:13]=1[C:17]([C:19](=[C:22](SC)[S:23][CH3:24])[C:20]#[N:21])=O>CN(C=O)C>[NH2:7][C:6]1[N:8]=[C:17]([C:13]2[O:14][CH:15]=[CH:16][C:12]=2[CH3:11])[C:19]([C:20]#[N:21])=[C:22]([S:23][CH3:24])[N:5]=1 |f:0.1,2.3|. Reported procedure: 6.32 g (39.5 mmol) guanidine carbonate was added portionwise to a stirred suspension of 0.7 g (17.5 mmol, 60% dispersion in mineral oil) sodium hydride in 70 ml DMF under argon at room temperature and stirring continued at 40° C. for 30 minutes. A solution of 7.4 g (29.2 mmol) 2-(3-methyl-furan-2-carbonyl)-3,3-bis-methylsulfanyl-acrylonitrile in 15 ml DMF was then added dropwise and the reaction mixture heated at 100° C. for 30 minutes. The reaction mixture was then poured onto 2 l ice-water, an... As a reaction SMILES: [CH:1]1[C:6]([CH:7]=[O:8])=[CH:5][C:4]2[O:9][CH2:10][O:11][C:3]=2[CH:2]=1.C(OCC)(OCC)OCC.C1(C)C=CC=CC=1.[C:29]([C@@H:34]([C@H:36]([C:38]([O:40][CH2:41][CH3:42])=[O:39])[OH:37])O)([O:31][CH2:32][CH3:33])=[O:30]>C1(C)C=CC(S(O)(=O)=O)=CC=1.CO>[CH2:10]1[O:11][C:3]2[CH:2]=[CH:1][C:6]([CH:7]3[O:37][C@@H:36]([C:38]([O:40][CH2:41][CH3:42])=[O:39])[C@H:34]([C:29]([O:31][CH2:32][CH3:33])=[O:30])[O:8]3)=[CH:5][C:4]=2[O:9]1. Reactants: C(=O)(OCC)[C@H](O)[C@@H](O)C(=O)OCC (Diethyl L-tartrate), C1=CC2=C(C=C1C=O)OCO2 (piperonal), C(OCC)(OCC)OCC (triethyl orthoformate), C1(=CC=CC=C1)C (toluene). Procedure: A mixture of piperonal (60 g, 0.4 mol), triethyl orthoformate (59.2 g, 0.4 mol), toluene (250 mL) and p-toluenesulfonic acid (2 g, 0.01 mol) was heated at 100°-110° C. for 0.5 h. Diethyl L-tartrate (103 g, 0.5 mol) was added to the hot solution over a 10 min. period. The mixture was then heated at reflux for 2 h. Subsequently over a 3 hour period, distillate (150 mL) was collected (pot temperature 84° C. to 110° C.). The mixture was cooled (25° C.) and washed with sodium bicarbonate solution (2×... Yields the product C1OC=2C=C(C=CC2O1)C1O[C@H]([C@@H](O1)C(=O)OCC)C(=O)OCC ((4R,5R)-2-(3,4-methylenedioxyphenyl)-4,5-dicarboethoxy-1,3-dioxolane). Run in CO (methanol). Conditions: temperature 25 celsius. The yield is 66.5%. Reagents/catalysts: C1(=CC=C(C=C1)S(=O)(=O)O)C (p-toluenesulfonic acid). Reactants: ClC1=NC2=CC=C(C=C2C=C1)O (2-chloro-6-hydroxy-quinoline), CC(=O)C (aceton), COC=1C=C(CBr)C=CC1 (3-methoxybenzylbromide). Solvent: O (water). Product: ClC1=NC2=CC=C(C=C2C=C1)OCC1=CC(=CC=C1)OC (2-chloro-6-(3-methoxy-benzyloxy)-quinoline). The yield is 44.5%. As a reaction SMILES: [Cl:1][C:2]1[CH:11]=[CH:10][C:9]2[C:4](=[CH:5][CH:6]=[C:7]([OH:12])[CH:8]=2)[N:3]=1.CC(C)=O.[CH3:17][O:18][C:19]1[CH:20]=[C:21]([CH:24]=[CH:25][CH:26]=1)[CH2:22]Br>O>[Cl:1][C:2]1[CH:11]=[CH:10][C:9]2[C:4](=[CH:5][CH:6]=[C:7]([O:12][CH2:22][C:21]3[CH:24]=[CH:25][CH:26]=[C:19]([O:18][CH3:17])[CH:20]=3)[CH:8]=2)[N:3]=1. Reported procedure: To a stirred solution of 2-chloro-6-hydroxy-quinoline (0.6 g, 3.0 mmol) in aceton (15 ml) potassium carbonate (0.55 g, 4.0 mmol) and 3-methoxybenzylbromide (0.8 g, 4.0 mmol) were added at ambient temperature. Then the reaction mixture was heated to reflux for 3 h. Upon cooling to ambient temperature water was added and the whole mixture extracted twice with ethyl acetate. The combined organic phases were dried on sodium sulfate, filtered and evaporated. Purification of the residue by flash chrom... Reactants: FC1=CC=C(C=C1)C1(CCCC1)C(=O)O (1-(4-fluorophenyl)cyclopentanecarboxylic acid), NCCCN1CCC(CC1)C=1C=CC(=C(C1)NC(CCC)=O)F (N-{5-[1-(3-aminopropyl)-4-piperidinyl]-2-fluorophenyl}butanamide). The product is C(CCC)(=O)NC=1C=C(C=CC1F)C1CCN(CC1)CCCNC(=O)C1(CCCC1)C1=CC=C(C=C1)F (N-(3-{4-[3-(BUTYRYLAMINO)-4-FLUOROPHENYL]-1-PIPERIDINYL}PROPYL)-1-(4-FLUOROPHENYL)CYCLOPENTANECARBOXAMIDE). As a reaction SMILES: [F:1][C:2]1[CH:7]=[CH:6][C:5]([C:8]2([C:13]([OH:15])=O)[CH2:12][CH2:11][CH2:10][CH2:9]2)=[CH:4][CH:3]=1.[NH2:16][CH2:17][CH2:18][CH2:19][N:20]1[CH2:25][CH2:24][CH:23]([C:26]2[CH:27]=[CH:28][C:29]([F:38])=[C:30]([NH:32][C:33](=[O:37])[CH2:34][CH2:35][CH3:36])[CH:31]=2)[CH2:22][CH2:21]1>>[C:33]([NH:32][C:30]1[CH:31]=[C:26]([CH:23]2[CH2:24][CH2:25][N:20]([CH2:19][CH2:18][CH2:17][NH:16][C:13]([C:8]3([C:5]4[CH:4]=[CH:3][C:2]([F:1])=[CH:7][CH:6]=4)[CH2:9][CH2:10][CH2:11][CH2:12]3)=[O:15])[CH2:21][CH2:22]2)[CH:27]=[CH:28][C:29]=1[F:38])(=[O:37])[CH2:34][CH2:35][CH3:36]. Procedure: Example 107 was prepared from 1-(4-fluorophenyl)cyclopentanecarboxylic acid and N-{5-[1-(3-aminopropyl)-4-piperidinyl]-2-fluorophenyl}butanamide according to the procedures described in Scheme 10: 1H NMR (400 MHz, CDCl3) δ 8.30–8.13 (m, 1H), 8.09–7.95 (br, 1H), 7.47–7.26 (m, 3H), 7.08–6.87 (m, 3H), 6.75–6.54 (br, 1H), 3.30–3.07 (m, 4H), 2.59–2.44 (m, 3H), 2.44–2.33 (m, 2H), 2.33–2.19 (m, 2H), 1.99–1.69 (m, 16H), 1.02 (t, 3H, J=7.2 Hz); ESMS m/e: 512.3 (M+H)+. Starting materials: aqueous solution, [C-]#N.[Na+] (sodium cyanide), ClC[C@H](CC(=O)OCCCC)O (n-butyl (S)-(-)-4-chloro-3-hydroxybutyrate). Solvent: CS(=O)C (dimethyl sulfoxide). Reaction conditions: temperature 65 celsius, time 2 hour. Product: C(#N)C[C@H](CC(=O)OCCCC)O (n-butyl (R)-(-)-4-cyano-3-hydroxybutyrate). Yield: 58.0%. Reaction SMILES: Cl[CH2:2][C@@H:3]([OH:12])[CH2:4][C:5]([O:7][CH2:8][CH2:9][CH2:10][CH3:11])=[O:6].[C-:13]#[N:14].[Na+]>CS(C)=O>[C:13]([CH2:2][C@@H:3]([OH:12])[CH2:4][C:5]([O:7][CH2:8][CH2:9][CH2:10][CH3:11])=[O:6])#[N:14] |f:1.2|. Reported procedure: The resulting compound was cyanogenated in the same manner as in Example 1-(2). That is, 58.5 g (0.3 mol) of n-butyl (S)-(-)-4-chloro-3-hydroxybutyrate was dissolved in 180 ml of dimethyl sulfoxide, and 67.5 ml of an aqueous solution containing 16.7 g (0.34 mol) of sodium cyanide was added thereto, followed by stirring at 65° C. for 2 hours. The reaction mixture was worked up in the same manner as in Example 1-(2) to obtain n-butyl (R)-(-)-4-cyano-3-hydroxybutyrate in a percent yield of 58%. Starting materials: C1(CC1)NC(C(C(CC1=CC=CC=C1)NC(C1=C(N=CC=C1)N1N=C2C=CC=CC2=C1)=O)O)=O (N-[4-(cyclopropylamino)-3-hydroxy-4-oxo-1-phenylbutan-2-yl]-2-(2H-indazol-2-yl)nicotinamide), ClCCl (dichloromethane). Conditions: time 5 minute. The product is C1(CC1)NC(C(C(CC1=CC=CC=C1)NC(C1=C(N=CC=C1)N1N=C2C=CC=CC2=C1)=O)=O)=O (N-[4-(Cyclopropylamino)-3,4-dioxo-1-phenylbutan-2-yl]-2-(2H-indazol-2-yl)nicotinamide). Isolated yield 60.5%. RXN SMILES: [CH:1]1([NH:4][C:5](=[O:34])[CH:6]([OH:33])[CH:7]([NH:15][C:16](=[O:32])[C:17]2[CH:22]=[CH:21][CH:20]=[N:19][C:18]=2[N:23]2[CH:31]=[C:30]3[C:25]([CH:26]=[CH:27][CH:28]=[CH:29]3)=[N:24]2)[CH2:8][C:9]2[CH:14]=[CH:13][CH:12]=[CH:11][CH:10]=2)[CH2:3][CH2:2]1.ClCCl>>[CH:1]1([NH:4][C:5](=[O:34])[C:6](=[O:33])[CH:7]([NH:15][C:16](=[O:32])[C:17]2[CH:22]=[CH:21][CH:20]=[N:19][C:18]=2[N:23]2[CH:31]=[C:30]3[C:25]([CH:26]=[CH:27][CH:28]=[CH:29]3)=[N:24]2)[CH2:8][C:9]2[CH:10]=[CH:11][CH:12]=[CH:13][CH:14]=2)[CH2:2][CH2:3]1. Procedure details: To a solution of N-[4-(cyclopropylamino)-3-hydroxy-4-oxo-1-phenylbutan-2-yl]-2-(2H-indazol-2-yl)nicotinamide (116 mg, 0.255 mmol) in dichloromethane (30 ml) Dess-Martin periodinane (commercial solution of 15% by weight in dichloromethane; 1 ml, 0.460 mmol) was added and the mixture stirred for 5 minutes. The reaction was then quenched by adding a saturated aqueous solution of sodium hydrogen carbonate (NaHCO3) and water (25 ml each). Afterwards the organic layer was washed twice with water, drie...